Dataset: the Open Reaction Database (ORD), a public repository of structured organic reaction records. Task: describe an organic reaction: reactants, conditions, products, and yield Starting materials: II (Iodine), FC(C(C(F)(F)F)(OCOC)C1=CC(=C(C=C1)O)CCC)(F)F (4-[1,1,1,3,3,3-hexafluoro-2-(methoxymethyl)oxypropan-2-yl]-2-propylphenol), S(=S)(=O)([O-])[O-].[Na+].[Na+] (sodium thiosulfate). The solvent is N1=CC=CC=C1 (pyridine). Conditions: temperature 60 celsius. Product: FC(C(C(F)(F)F)(OCOC)C1=CC(=C(C(=C1)CCC)O)I)(F)F (4-[1,1,1,3,3,3-hexafluoro-2-(methoxymethyl)oxypropan-2-yl]-2-iodo-6-propylphenol). The yield is 84.7%. As a reaction SMILES: [I:1]I.[F:3][C:4]([F:25])([F:24])[C:5]([C:14]1[CH:19]=[CH:18][C:17]([OH:20])=[C:16]([CH2:21][CH2:22][CH3:23])[CH:15]=1)([O:10][CH2:11][O:12][CH3:13])[C:6]([F:9])([F:8])[F:7].S([O-])([O-])(=O)=S.[Na+].[Na+]>N1C=CC=CC=1>[F:3][C:4]([F:24])([F:25])[C:5]([C:14]1[CH:15]=[C:16]([CH2:21][CH2:22][CH3:23])[C:17]([OH:20])=[C:18]([I:1])[CH:19]=1)([O:10][CH2:11][O:12][CH3:13])[C:6]([F:8])([F:7])[F:9] |f:2.3.4|. Procedure details: Iodine (13.3 g) was added to a mixed solution of 4-[1,1,1,3,3,3-hexafluoro-2-(methoxymethyl)oxypropan-2-yl]-2-propylphenol (3.63 g, 10.5 mmol) in pyridine (50 mL) at room temperature, followed by heating in an oil bath at an external temperature of 60° C. overnight. A 1 mol/L sodium thiosulfate aqueous solution was added to the reaction solution at room temperature, followed by extraction with ethyl acetate-water. The organic layer was concentrated under reduced pressure. The residue was purifie... Run in CO (methanol), C(C)(=O)O (acetic acid), Cl.CO (hydrogen chloride methanol). RXN SMILES: [N:1]1[CH:6]=[CH:5][C:4]([N:7]2[CH2:12][CH2:11][C:10](=O)[CH2:9][CH2:8]2)=[CH:3][CH:2]=1.[C:14]([O-:17])(=[O:16])C.[NH4+:18].[C-:19]#N.[Na+].N.Cl>CO.Cl.CO.C(O)(=O)C>[CH3:19][O:17][C:14]([C:10]1([NH2:18])[CH2:11][CH2:12][N:7]([C:4]2[CH:5]=[CH:6][N:1]=[CH:2][CH:3]=2)[CH2:8][CH2:9]1)=[O:16] |f:1.2,3.4,8.9|. Procedure: To a solution of 1-(pyridin-4-yl)piperidin-4-one (1 g) in methanol solution were added ammonium acetate (880 mg), aqueous sodium cyanide solution (560 mg/5 ml), aqeuous ammonia (5 ml) and acetic acid (2 ml), and the mixture was tirred at room temperature for 12 hours. After completion of the reaction, the solvent was evaporated and aqueous ammonia (3 ml) was added and the mixture was extracted with chloroform. The organic layer was dried over anhydrous sodium sulfate, and the solvent was evapora... Conditions: time 12 hour. The reactants are N1=CC=C(C=C1)N1CCC(CC1)=O (1-(pyridin-4-yl)piperidin-4-one), C(C)(=O)[O-].[NH4+] (ammonium acetate), [C-]#N.[Na+] (sodium cyanide), N (ammonia), Cl (Hydrogen chloride). The yield is 56.9%. The product is COC(=O)C1(CCN(CC1)C1=CC=NC=C1)N (4-Amino-1-(pyridin-4-yl)piperidine-4-carboxylic Acid Methyl Ester). Yield: 42.2%. Run in C(C)#N (acetonitrile). Starting materials: Cl.C(N)(=N)CCCCN1C(C=2C(C1=O)=CC=CC2)=O (1-amidino-4-phthalimidobutane hydrochloride), N12CCCN=CC2CCCC1 (1,5-diazabicyclo[5,4,0]undec-5-ene), ClC(C#N)=C (2-chloroacrylonitrile), ice. Reported procedure: A solution of 2-chloroacrylonitrile (1.75 g.) in acetronitrile (10 ml.) was added over 15 minutes to an ice-cooled mixture of 1-amidino-4-phthalimidobutane hydrochloride (5.64 g.), acetonitrile (50 ml.) and 1,5-diazabicyclo[5,4,0]undec-5-ene (6.08 g.). The mixture was stirred for a further two hours and then evaporated to dryness. The residue was treated with water (50 ml.) and the mixture extracted with ethyl acetate (2×50 ml.). The combined ethyl acetate extracts were extracted with N hydrochl... As a reaction SMILES: Cl[C:2](=[CH2:5])[C:3]#[N:4].Cl.[C:7]([CH2:10][CH2:11][CH2:12][CH2:13][N:14]1[C:18](=[O:19])[C:17]2=[CH:20][CH:21]=[CH:22][CH:23]=[C:16]2[C:15]1=[O:24])(=[NH:9])[NH2:8].N12CCCCC1C=NCCC2>C(#N)C>[NH2:4][C:3]1[CH:2]=[CH:5][N:8]=[C:7]([CH2:10][CH2:11][CH2:12][CH2:13][N:14]2[C:15](=[O:24])[C:16]3=[CH:23][CH:22]=[CH:21][CH:20]=[C:17]3[C:18]2=[O:19])[N:9]=1 |f:1.2|. Conditions: time 2 hour. The product is NC1=NC(=NC=C1)CCCCN1C(C=2C(C1=O)=CC=CC2)=O (4-amino-2-(4-phthalimidobutyl)pyrimidine). Reactants: NC=1C=C(C(=O)NC2=CC=CC=C2)C=CC1OC (3-amino-4-methoxy-N-phenyl-benzamide), ClC=1C=C(C=C(C1)Cl)I (3,5-dichloroiodobenzene), C([O-])([O-])=O.[K+].[K+] (potassium carbonate). Reagents/catalysts: [Cu]I (copper(I) iodide). Solvent: ClCCl (dichloromethane). The product is ClC=1C=C(C=C(C1)Cl)NC=1C=C(C(=O)NC2=CC=CC=C2)C=CC1OC (3-(3,5-Dichloro-phenylamino)-4-methoxy-N-phenyl-benzamide). The yield is 9.3%. Reaction SMILES: [NH2:1][C:2]1[CH:3]=[C:4]([CH:14]=[CH:15][C:16]=1[O:17][CH3:18])[C:5]([NH:7][C:8]1[CH:13]=[CH:12][CH:11]=[CH:10][CH:9]=1)=[O:6].[Cl:19][C:20]1[CH:21]=[C:22](I)[CH:23]=[C:24]([Cl:26])[CH:25]=1.C(=O)([O-])[O-].[K+].[K+]>ClCCl.[Cu]I>[Cl:19][C:20]1[CH:21]=[C:22]([NH:1][C:2]2[CH:3]=[C:4]([CH:14]=[CH:15][C:16]=2[O:17][CH3:18])[C:5]([NH:7][C:8]2[CH:13]=[CH:12][CH:11]=[CH:10][CH:9]=2)=[O:6])[CH:23]=[C:24]([Cl:26])[CH:25]=1 |f:2.3.4|. Procedure details: Prepared according to the procedure of Example 33 using 3-amino-4-methoxy-N-phenyl-benzamide (2.0 g, 8.3 mmol), 3,5-dichloroiodobenzene (4.5 g, 16.5 mmol), potassium carbonate (2.9 g, 21.0 mmol), and copper(I) iodide (0.5 g, 2.6 mmol) to give a gummy residue which was subjected to chromatography on a column of silica gel in dichloromethane to afford the product (0.3 g); m.p. 207-208° C. after recrystallization from ethanol. Starting materials: CCC(C)=O, ClCCOc1ccc(Cc2ccccc2)cc1, [I-], [Na+], O. Reaction SMILES: [CH3:21][C:22](=[O:23])[CH2:24][CH3:25].[Cl:1][CH2:2][CH2:3][O:4][c:5]1[cH:6][cH:7][c:8]([CH2:11][c:12]2[cH:13][cH:14][cH:15][cH:16][cH:17]2)[cH:9][cH:10]1.[I-:19].[Na+:18].[OH2:20]>>[CH2:2]([CH2:3][O:4][c:5]1[cH:6][cH:7][c:8]([CH2:11][c:12]2[cH:13][cH:14][cH:15][cH:16][cH:17]2)[cH:9][cH:10]1)[I:19]. Yields the product ICCOc1ccc(Cc2ccccc2)cc1. Reactants: CN(C(=O)c1ccc(Cl)cc1)c1ccccc1CCC(=O)O, Cc1ccccc1, O=C(Cl)C(=O)Cl. The product is CN(C(=O)c1ccc(Cl)cc1)c1ccccc1CCCO. Reaction SMILES: [CH3:1][N:2]([C:3]([c:4]1[cH:5][cH:6][c:7]([Cl:10])[cH:8][cH:9]1)=[O:11])[c:12]1[c:13]([CH2:18][CH2:19][C:20](=[O:21])[OH:22])[cH:14][cH:15][cH:16][cH:17]1.[CH3:29][c:30]1[cH:31][cH:32][cH:33][cH:34][cH:35]1.[Cl:23][C:24]([C:25]([Cl:26])=[O:27])=[O:28]>>[CH3:1][N:2]([C:3]([c:4]1[cH:5][cH:6][c:7]([Cl:10])[cH:8][cH:9]1)=[O:11])[c:12]1[c:13]([CH2:18][CH2:19][CH2:20][OH:21])[cH:14][cH:15][cH:16][cH:17]1. Starting materials: COc1ccc2c(c1)OCC(c1cccc(C)c1)C2c1ccc(OCCN2CCCC2)cc1, Cl, c1ccncc1. Product: Cc1cccc(C2COc3cc(O)ccc3C2c2ccc(OCCN3CCCC3)cc2)c1. Reaction SMILES: [CH3:1][O:2][c:3]1[cH:4][cH:5][c:6]2[c:11]([cH:12]1)[O:10][CH2:9][CH:8]([c:13]1[cH:14][c:15]([CH3:19])[cH:16][cH:17][cH:18]1)[CH:7]2[c:20]1[cH:21][cH:22][c:23]([O:26][CH2:27][CH2:28][N:29]2[CH2:30][CH2:31][CH2:32][CH2:33]2)[cH:24][cH:25]1.[ClH:34].[n:35]1[cH:36][cH:37][cH:38][cH:39][cH:40]1>>[OH:2][c:3]1[cH:4][cH:5][c:6]2[c:11]([cH:12]1)[O:10][CH2:9][CH:8]([c:13]1[cH:14][c:15]([CH3:19])[cH:16][cH:17][cH:18]1)[CH:7]2[c:20]1[cH:21][cH:22][c:23]([O:26][CH2:27][CH2:28][N:29]2[CH2:30][CH2:31][CH2:32][CH2:33]2)[cH:24][cH:25]1. The product is Cl.NC=1SC[C@H]2[C@@](N1)(CN(C2)C2=NC(=C(C(=N2)C(C)(C)O)F)C)C2=CC=NS2 (2-[2-[(4aR,7aR)-2-Amino-7a-isothiazol-5-yl-4,4a,5,7-tetrahydropyrrolo[3,4-d][1,3]thiazin-6-yl]-5-fluoro-6-methyl-pyrimidin-4-yl]propan-2-ol hydrochloride). Run at temperature 70 celsius, time 16 hour. The reactants are FC=1C(=NC(=NC1C)N1C[C@@]2(N=C(SC[C@@H]2C1)NC(C1=CC=CC=C1)=O)C1=CC=NS1)C(C)(C)O (N-[(4aR,7aR)-6-[5-Fluoro-4-(1-hydroxy-1-methyl-ethyl)-6-methyl-pyrimidin-2-yl]-7a-isothiazol-5-yl-4,4a,5,7-tetrahydropyrrolo[3,4-d][1,3]thiazin-2-yl]benzamide), Cl (HCl), O1CCOCC1 (dioxane), N1=CC=CC=C1 (pyridine), Cl.CON (O-methylhydroxylamine hydrochloride). The solvent is C(C)O (ethanol), C(Cl)Cl (DCM). Reported procedure: N-[(4aR,7aR)-6-[5-Fluoro-4-(1-hydroxy-1-methyl-ethyl)-6-methyl-pyrimidin-2-yl]-7a-isothiazol-5-yl-4,4a,5,7-tetrahydropyrrolo[3,4-d][1,3]thiazin-2-yl]benzamide (33 mg, 0.064 mmol) is dissolved in ethanol (2 mL). To this solution is added pyridine (0.052 mL, 0.6 mmol) and O-methylhydroxylamine hydrochloride (55 mg, 0.6 mmol). The reaction is warmed to 70° C. for 4 hours. The reaction is cooled to room temperature and stirred overnight (˜16 hrs). The mixture is concentrated to give the crude produc... Isolated yield 62.5%. Reaction SMILES: [F:1][C:2]1[C:3]([C:32]([OH:35])([CH3:34])[CH3:33])=[N:4][C:5]([N:9]2[CH2:17][C@@H:16]3[C@@:11]([C:27]4[S:31][N:30]=[CH:29][CH:28]=4)([N:12]=[C:13]([NH:18]C(=O)C4C=CC=CC=4)[S:14][CH2:15]3)[CH2:10]2)=[N:6][C:7]=1[CH3:8].N1C=CC=CC=1.[ClH:42].CON.Cl.O1CCOCC1>C(O)C.C(Cl)Cl>[ClH:42].[NH2:18][C:13]1[S:14][CH2:15][C@@H:16]2[CH2:17][N:9]([C:5]3[N:4]=[C:3]([C:32]([OH:35])([CH3:34])[CH3:33])[C:2]([F:1])=[C:7]([CH3:8])[N:6]=3)[CH2:10][C@:11]2([C:27]2[S:31][N:30]=[CH:29][CH:28]=2)[N:12]=1 |f:2.3,8.9|. Reactants: CCCCc1nc(C(=O)c2ccccc2)c(C#N)n1C(c1ccccc1)(c1ccccc1)c1ccccc1, CC(=O)O. As a reaction SMILES: [C:1]([c:2]1[cH:3][cH:4][cH:5][cH:6][cH:7]1)(=[O:8])[c:9]1[n:10][c:11]([CH2:35][CH2:36][CH2:37][CH3:38])[n:12]([C:16]([c:17]2[cH:18][cH:19][cH:20][cH:21][cH:22]2)([c:23]2[cH:24][cH:25][cH:26][cH:27][cH:28]2)[c:29]2[cH:30][cH:31][cH:32][cH:33][cH:34]2)[c:13]1[C:14]#[N:15].[CH3:39][C:40](=[O:41])[OH:42]>>[C:1]([c:2]1[cH:3][cH:4][cH:5][cH:6][cH:7]1)(=[O:8])[c:9]1[n:10][c:11]([CH2:35][CH2:36][CH2:37][CH3:38])[nH:12][c:13]1[C:14]#[N:15]. The product is CCCCc1nc(C(=O)c2ccccc2)c(C#N)[nH]1.